This data is from the Open Reaction Database (ORD), a public repository of structured organic reaction records. The task is: describe an organic reaction: reactants, conditions, products, and yield Starting materials: BrC1=CC(=C(C=C1)C(=O)N1[C@@H](CCC1)CN1CCCC1)F ((4-bromo-2-fluoro-phenyl)-(2-(S)-pyrrolidin-1-ylmethyl-pyrrolidin-1-yl)-methanone), N1=C(C=CC2=CC=CC=C12)B(O)O (2-Quinoline boronic acid). Yields the product FC1=C(C=CC(=C1)C=1C=NC2=CC=CC=C2C1)C(=O)N1[C@@H](CCC1)CN1CCCC1 ((2-Fluoro-4-quinolin-3-yl-phenyl)-(2-(S)-pyrrolidin-1-ylmethyl-pyrrolidin-1-yl)-methanone). RXN SMILES: Br[C:2]1[CH:7]=[CH:6][C:5]([C:8]([N:10]2[CH2:14][CH2:13][CH2:12][C@H:11]2[CH2:15][N:16]2[CH2:20][CH2:19][CH2:18][CH2:17]2)=[O:9])=[C:4]([F:21])[CH:3]=1.[N:22]1[C:31]2[C:26](=[CH:27][CH:28]=[CH:29][CH:30]=2)[CH:25]=[CH:24][C:23]=1B(O)O>>[F:21][C:4]1[CH:3]=[C:2]([C:24]2[CH:23]=[N:22][C:31]3[C:26]([CH:25]=2)=[CH:27][CH:28]=[CH:29][CH:30]=3)[CH:7]=[CH:6][C:5]=1[C:8]([N:10]1[CH2:14][CH2:13][CH2:12][C@H:11]1[CH2:15][N:16]1[CH2:20][CH2:19][CH2:18][CH2:17]1)=[O:9]. Procedure details: The title compound is prepared in a manner substantially analogous to Procedure SS starting from (4-bromo-2-fluoro-phenyl)-(2-(S)-pyrrolidin-1-ylmethyl-pyrrolidin-1-yl)-methanone and 2-Quinoline boronic acid. MS (M+H) 404.2